The task is: describe an organic reaction: reactants, conditions, products, and yield. This data is from the Open Reaction Database (ORD), a public repository of structured organic reaction records. Starting materials: C(C1=CC=CC=C1)N1C2C(N(C(C1CCC2)=O)C2=CC=C(C=C2)OC(F)(F)F)=O (9-benzyl-3-(4-trifluoromethoxy-phenyl)-3,9-diaza-bicyclo[3.3.1]nonane-2,4-dione), C(C)(=O)OCC (ethyl acetate), CC(CC(CCCCC)=O)=O (nonane-2,4-dione). The reagents and catalysts are [Pd] (Pd/C). Solvent: C(C)O (ethanol), C(C)O (ethanol). Run at time 2 hour. The product is FC(OC1=CC=C(C=C1)N1C(C2CCCC(C1=O)N2)=O)(F)F (3-(4-trifluoromethoxy-phenyl)-3,9-diaza-bicyclo[3.3.1]nonane-2,4-dione). RXN SMILES: CC(=O)CC(=O)CCCCC.C([N:19]1[CH:24]2[CH2:25][CH2:26][CH2:27][CH:20]1[C:21](=[O:40])[N:22]([C:29]1[CH:34]=[CH:33][C:32]([O:35][C:36]([F:39])([F:38])[F:37])=[CH:31][CH:30]=1)[C:23]2=[O:28])C1C=CC=CC=1.C(OCC)(=O)C>[Pd].C(O)C>[F:39][C:36]([F:37])([F:38])[O:35][C:32]1[CH:33]=[CH:34][C:29]([N:22]2[C:23](=[O:28])[CH:24]3[NH:19][CH:20]([CH2:27][CH2:26][CH2:25]3)[C:21]2=[O:40])=[CH:30][CH:31]=1. Reported procedure: 3-(4-trifluoromethoxy-phenyl)-3,9-diaza-bicyclo|3.3.1|nonane-2,4-dione: A mixture of 9-benzyl-3-(4-trifluoromethoxy-phenyl)-3,9-diaza-bicyclo[3.3.1]nonane-2,4-dione (120 mg, 0.3 mmol), 10% Pd/C (20 mg, 0.02 mmol Pd), ethyl acetate (8 mL), and ethanol (2 mL) were stirred vigorously under an atmosphere of H2. After 2 h, more ethanol (2 mL) was added. After an additional 16 h, the reaction was filtered through Celite and concentrated to give 3-(4-trifluoromethoxy-phenyl)-3,9-diaza-bicyclo[3.3.1]non... The reactants are O=S(=O)(Cl)c1ccc(Br)cc1Cl, ClCCl, COc1ccc(N2CC(C)N(C(=O)OC(C)(C)C)C(C)C2)nc1N, c1ccncc1. The product is COc1ccc(N2CC(C)N(C(=O)OC(C)(C)C)C(C)C2)nc1NS(=O)(=O)c1ccc(Br)cc1Cl. As a reaction SMILES: [Br:31][c:32]1[cH:33][c:34]([Cl:42])[c:35]([S:38](=[O:39])(=[O:40])[Cl:41])[cH:36][cH:37]1.[Cl:43][CH2:44][Cl:45].[NH2:1][c:2]1[c:3]([O:23][CH3:24])[cH:4][cH:5][c:6]([N:8]2[CH2:9][CH:10]([CH3:22])[N:11]([C:15](=[O:16])[O:17][C:18]([CH3:19])([CH3:20])[CH3:21])[CH:12]([CH3:14])[CH2:13]2)[n:7]1.[cH:25]1[cH:26][cH:27][n:28][cH:29][cH:30]1>>[NH:1]([c:2]1[c:3]([O:23][CH3:24])[cH:4][cH:5][c:6]([N:8]2[CH2:9][CH:10]([CH3:22])[N:11]([C:15](=[O:16])[O:17][C:18]([CH3:19])([CH3:20])[CH3:21])[CH:12]([CH3:14])[CH2:13]2)[n:7]1)[S:38]([c:35]1[c:34]([Cl:42])[cH:33][c:32]([Br:31])[cH:37][cH:36]1)(=[O:39])=[O:40]. The reactants are Br[C@@H](C(=O)O)CO ((2R)-2-bromo-3-hydroxypropionic acid), C(C)(C)(C)OC(N(C(C)C)C(C)C)=N (O-tert-butyl-N,N-diisopropylisourea). Run in C(Cl)(Cl)Cl (chloroform). Run at time 15 hour. Product: Br[C@@H](C(=O)OC(C)(C)C)CO (tert-butyl (2R)-2-bromo-3-hydroxypropionate). Yield: 61.0%. Reaction SMILES: [Br:1][C@H:2]([CH2:6][OH:7])[C:3]([OH:5])=[O:4].[C:8](OC(=N)N(C(C)C)C(C)C)([CH3:11])([CH3:10])[CH3:9]>C(Cl)(Cl)Cl>[Br:1][C@H:2]([CH2:6][OH:7])[C:3]([O:5][C:8]([CH3:11])([CH3:10])[CH3:9])=[O:4]. Procedure: 18.1 g of (2R)-2-bromo-3-hydroxypropionic acid and 200 ml of chloroform were mixed, and 53.6 g of O-tert-butyl-N,N-diisopropylisourea was added under cooling with ice, followed by stirring at room temperature for 15 hours. Insoluble matters were filtered off, and then, the filtrate was concentrated under reduced pressure. The residue was purified by silica gel column chromatography (hexane/ethyl acetate=10/1→5/1) to obtain 14.7 g (yield: 61%) of the above identified compound as a colorless oily ... The reactants are C(=O)(O)C1=CC=C(C=C1)N1N=C(CC1=O)C (1-(4-carboxyphenyl)-3-methyl-2-pyrazolin-5-one), CN(C1=CC=C(C=O)C=C1)C (4-dimethylaminobenzaldehyde). Solvent: CCO (EtOH). The product is C(=O)(O)C1=CC=C(C=C1)N1N=C(C(C1=O)=CC1=CC=C(C=C1)N(C)C)C (1-(4-Carboxyphenyl)-4-(4-dimethylaminobenzylidene)-3-methyl-2-pyrazolin-5-one). Reaction SMILES: [C:1]([C:4]1[CH:9]=[CH:8][C:7]([N:10]2[C:14](=[O:15])[CH2:13][C:12]([CH3:16])=[N:11]2)=[CH:6][CH:5]=1)([OH:3])=[O:2].[CH3:17][N:18]([CH3:27])[C:19]1[CH:26]=[CH:25][C:22]([CH:23]=O)=[CH:21][CH:20]=1>CCO>[C:1]([C:4]1[CH:5]=[CH:6][C:7]([N:10]2[C:14](=[O:15])[C:13](=[CH:23][C:22]3[CH:25]=[CH:26][C:19]([N:18]([CH3:27])[CH3:17])=[CH:20][CH:21]=3)[C:12]([CH3:16])=[N:11]2)=[CH:8][CH:9]=1)([OH:3])=[O:2]. Procedure: A slurry composed of 1-(4-carboxyphenyl)-3-methyl-2-pyrazolin-5-one (21.8 gm, 0.10 mol), 4-dimethylaminobenzaldehyde (14.9 gm, 0.10 mol) and EtOH (250 ml) was heated at reflux for two hours. The reaction mixture was cooled to RT resulting in a crude orange product which was isolated by filtration. The product was then washed with ether and dried. The product was purified further by making a slurry of the solid in EtOH (700 ml) at refluxing temperature and filtering the slurry to recover the dye.... Starting materials: COCCOc1cc2c(=O)[nH]c(-c3cccc(OCc4ccccc4)c3)nc2cc1OC, O=C(Cl)C(=O)Cl, ClCCl, CN(C)C=O. The product is COCCOc1cc2c(Cl)nc(-c3cccc(OCc4ccccc4)c3)nc2cc1OC. RXN SMILES: [CH2:1]([c:2]1[cH:3][cH:4][cH:5][cH:6][cH:7]1)[O:8][c:9]1[cH:10][c:11](-[c:15]2[n:16][c:17]3[cH:18][c:19]([O:31][CH3:32])[c:20]([O:26][CH2:27][CH2:28][O:29][CH3:30])[cH:21][c:22]3[c:23](=[O:25])[nH:24]2)[cH:12][cH:13][cH:14]1.[Cl:33][C:34]([C:35]([Cl:36])=[O:37])=[O:38].[Cl:44][CH2:45][Cl:46].[O:39]=[CH:40][N:41]([CH3:42])[CH3:43]>>[CH2:1]([c:2]1[cH:3][cH:4][cH:5][cH:6][cH:7]1)[O:8][c:9]1[cH:10][c:11](-[c:15]2[n:16][c:17]3[cH:18][c:19]([O:31][CH3:32])[c:20]([O:26][CH2:27][CH2:28][O:29][CH3:30])[cH:21][c:22]3[c:23]([Cl:33])[n:24]2)[cH:12][cH:13][cH:14]1. Starting materials: O=C(Cl)c1ccccc1, CCCCCC, ClCCl, FC(F)(F)C(F)(F)I. Product: O=C(c1ccccc1)C(F)(F)C(F)(F)F. As a reaction SMILES: [C:1]([c:2]1[cH:3][cH:4][cH:5][cH:6][cH:7]1)(=[O:8])[Cl:9].[CH3:18][CH2:19][CH2:20][CH2:21][CH2:22][CH3:23].[Cl:24][CH2:25][Cl:26].[F:10][C:11]([C:12]([F:13])([F:14])[F:15])([F:16])[I:17]>>[C:1]([c:2]1[cH:3][cH:4][cH:5][cH:6][cH:7]1)(=[O:8])[C:11]([F:10])([C:12]([F:13])([F:14])[F:15])[F:16]. Reactants: BrC(C(=O)OCC)C (ethyl 2-bromopropionate), C([O-])([O-])=O.[Cs+].[Cs+] (caesium carbonate), ClC1=CC=C(C=C1)C1=CNC(N1C1CC1)=O (5-(4-chlorophenyl)-1-cyclopropyl-1,3-dihydro-2H-imidazol-2-one). Run in C(C)#N (acetonitrile). Yields the product ClC1=CC=C(C=C1)C=1N(C(N(C1)C(C(=O)OCC)C)=O)C1CC1 (Ethyl 2-[4-(4-chlorophenyl)-3-cyclopropyl-2-oxo-2,3-dihydro-1H-imidazol-1-yl]-propionate). RXN SMILES: [Cl:1][C:2]1[CH:7]=[CH:6][C:5]([C:8]2[N:12]([CH:13]3[CH2:15][CH2:14]3)[C:11](=[O:16])[NH:10][CH:9]=2)=[CH:4][CH:3]=1.Br[CH:18]([CH3:24])[C:19]([O:21][CH2:22][CH3:23])=[O:20].C(=O)([O-])[O-].[Cs+].[Cs+]>C(#N)C>[Cl:1][C:2]1[CH:3]=[CH:4][C:5]([C:8]2[N:12]([CH:13]3[CH2:14][CH2:15]3)[C:11](=[O:16])[N:10]([CH:18]([CH3:24])[C:19]([O:21][CH2:22][CH3:23])=[O:20])[CH:9]=2)=[CH:6][CH:7]=1 |f:2.3.4|. Procedure: 500 mg (2.13 mmol) of 5-(4-chlorophenyl)-1-cyclopropyl-1,3-dihydro-2H-imidazol-2-one from Example 118A are dissolved in 5 ml acetonitrile and treated with 386 mg (2.13 mmol) of ethyl 2-bromopropionate and 1388 mg (4.26 mmol) of caesium carbonate. The mixture is stirred under reflux overnight. It is then concentrated, the residue is partitioned between dichloromethane and water, the organic phase is separated, and this is dried over sodium sulphate and again concentrated. The crude product is pur... The reactants are CCOC(=O)COc1ccc(SCc2cc(C#CCN3CCOCC3)cc(OCc3ccc(F)cc3)c2)cc1C, CCO, Cl, [Na+], [OH-]. The product is Cc1cc(SCc2cc(C#CCN3CCOCC3)cc(OCc3ccc(F)cc3)c2)ccc1OCC(=O)O. RXN SMILES: [CH2:1]([CH3:2])[O:3][C:4]([CH2:5][O:6][c:7]1[c:8]([CH3:39])[cH:9][c:10]([S:13][CH2:14][c:15]2[cH:16][c:17]([O:30][CH2:31][c:32]3[cH:33][cH:34][c:35]([F:38])[cH:36][cH:37]3)[cH:18][c:19]([C:21]#[C:22][CH2:23][N:24]3[CH2:25][CH2:26][O:27][CH2:28][CH2:29]3)[cH:20]2)[cH:11][cH:12]1)=[O:40].[CH3:44][CH2:45][OH:46].[ClH:43].[Na+:42].[OH-:41]>>[O:3]=[C:4]([CH2:5][O:6][c:7]1[c:8]([CH3:39])[cH:9][c:10]([S:13][CH2:14][c:15]2[cH:16][c:17]([O:30][CH2:31][c:32]3[cH:33][cH:34][c:35]([F:38])[cH:36][cH:37]3)[cH:18][c:19]([C:21]#[C:22][CH2:23][N:24]3[CH2:25][CH2:26][O:27][CH2:28][CH2:29]3)[cH:20]2)[cH:11][cH:12]1)[OH:40]. Reactants: O=C([O-])O, CN, [Cl-], [Cl-], [Cl-], [Cl-], [Na+], [Ti+4], O=C1c2ccccc2CCc2ccccc21, c1ccccc1. Yields the product CN=C1c2ccccc2CCc2ccccc21. RXN SMILES: [C:19](=[O:20])([OH:21])[O-:22].[CH3:17][NH2:18].[Cl-:30].[Cl-:31].[Cl-:32].[Cl-:33].[Na+:23].[Ti+4:34].[cH:1]1[cH:2][cH:3][cH:4][c:5]2[c:11]1[CH2:10][CH2:9][c:8]1[c:7]([cH:15][cH:14][cH:13][cH:12]1)[C:6]2=[O:16].[cH:24]1[cH:25][cH:26][cH:27][cH:28][cH:29]1>>[cH:1]1[cH:2][cH:3][cH:4][c:5]2[c:11]1[CH2:10][CH2:9][c:8]1[c:7]([cH:15][cH:14][cH:13][cH:12]1)[C:6]2=[N:18][CH3:17].